From a dataset of the Open Reaction Database (ORD), a public repository of structured organic reaction records. describe an organic reaction: reactants, conditions, products, and yield Starting materials: CC[SiH](CC)CC, COC(=O)c1ccc(N)nc1, CC#N, O=Cc1ccncc1Cl, O=C(O)C(F)(F)F. The product is COC(=O)c1ccc(NCc2ccncc2Cl)nc1. RXN SMILES: [CH2:21]([SiH:22]([CH2:23][CH3:24])[CH2:25][CH3:26])[CH3:27].[CH3:1][O:2][C:3]([c:4]1[cH:5][n:6][c:7]([NH2:10])[cH:8][cH:9]1)=[O:11].[CH3:35][C:36]#[N:37].[Cl:12][c:13]1[cH:14][n:15][cH:16][cH:17][c:18]1[CH:19]=[O:20].[OH:28][C:29]([C:30]([F:31])([F:32])[F:33])=[O:34]>>[CH3:1][O:2][C:3]([c:4]1[cH:5][n:6][c:7]([NH:10][CH2:19][c:18]2[c:13]([Cl:12])[cH:14][n:15][cH:16][cH:17]2)[cH:8][cH:9]1)=[O:11]. Starting materials: ClCCCl, COc1ccccc1NC(=O)CC(=O)O, CN(C)CCn1cc(-c2cc3nccc(Oc4ccc(N)cc4F)c3s2)ccc1=O, [Na+], O=C([O-])O, CN(C)C=O, Oc1cccc2[nH]nnc12. The product is COc1ccccc1NC(=O)CC(=O)Nc1ccc(Oc2ccnc3cc(-c4ccc(=O)n(CCN(C)C)c4)sc23)c(F)c1. Reaction SMILES: [CH2:56]([Cl:57])[CH2:58][Cl:59].[CH3:31][O:32][c:33]1[c:34]([NH:39][C:40]([CH2:41][C:42](=[O:43])[OH:44])=[O:45])[cH:35][cH:36][cH:37][cH:38]1.[NH2:1][c:2]1[cH:3][c:4]([F:30])[c:5]([O:6][c:7]2[c:8]3[c:9]([n:10][cH:11][cH:12]2)[cH:13][c:14](-[c:16]2[cH:17][cH:18][c:19](=[O:27])[n:20]([CH2:22][CH2:23][N:24]([CH3:25])[CH3:26])[cH:21]2)[s:15]3)[cH:28][cH:29]1.[Na+:64].[O-:60][C:61]([OH:62])=[O:63].[O:65]=[CH:66][N:67]([CH3:68])[CH3:69].[OH:46][c:47]1[c:48]2[n:49][n:50][nH:51][c:52]2[cH:53][cH:54][cH:55]1>>[NH:1]([c:2]1[cH:3][c:4]([F:30])[c:5]([O:6][c:7]2[c:8]3[c:9]([n:10][cH:11][cH:12]2)[cH:13][c:14](-[c:16]2[cH:17][cH:18][c:19](=[O:27])[n:20]([CH2:22][CH2:23][N:24]([CH3:25])[CH3:26])[cH:21]2)[s:15]3)[cH:28][cH:29]1)[C:42]([CH2:41][C:40]([NH:39][c:34]1[c:33]([O:32][CH3:31])[cH:38][cH:37][cH:36][cH:35]1)=[O:45])=[O:43]. Reactants: [Li+].[BH4-] (LiBH4), BrC=1SC(=C(N1)C(=O)OC)C (methyl 2-bromo-5-methyl-1,3-thiazole-4-carboxylate), CO (MeOH). Run in C1CCOC1 (THF). Run at time 18 hour. Yields the product BrC=1SC(=C(N1)CO)C ((2-bromo-5-methyl-1,3-thiazol-4-yl)methanol). Yield: 81.1%. RXN SMILES: [Br:1][C:2]1[S:3][C:4]([CH3:11])=[C:5]([C:7](OC)=[O:8])[N:6]=1.[Li+].[BH4-].CO>C1COCC1>[Br:1][C:2]1[S:3][C:4]([CH3:11])=[C:5]([CH2:7][OH:8])[N:6]=1 |f:1.2|. Reported procedure: To a stirred solution of methyl 2-bromo-5-methyl-1,3-thiazole-4-carboxylate (2.89 g, 12.26 mmol, 1 eq.) in 120 ml dry THF cooled to 5° C., was added LiBH4 (2M in THF, 12.26 ml, 24.53 mmol, 2 eq.) followed by MeOH (0.994 ml, 24.53 mmol, 2 eq.). The reaction was allowed to warm to r.t. and was stirred for further 18 hrs. The reaction was quenched by addition of sat. aqueous NH4Cl and diluted with DCM. The aqueous layer was extracted with DCM, and the organic layers combined, dried over MgSO4 and c... Starting materials: O (water), CC=1C=C(C=O)C=CC1 (3-methylbenzaldehyde), OCC(O)CO (glycerol), S(O)(O)(=O)=O (sulfuric acid). Solvent: C1=CC=CC=C1 (benzene). The product is OC1COC(OC1)C1=CC(=CC=C1)C (5-hydroxy-2-(3-methylphenyl)-1,3-dioxane). Isolated yield 64.6%. RXN SMILES: [CH3:1][C:2]1[CH:3]=[C:4]([CH:7]=[CH:8][CH:9]=1)[CH:5]=[O:6].[OH:10][CH2:11][CH:12]([CH2:14]O)[OH:13].S(=O)(=O)(O)O.O>C1C=CC=CC=1>[OH:13][CH:12]1[CH2:11][O:10][CH:5]([C:4]2[CH:7]=[CH:8][CH:9]=[C:2]([CH3:1])[CH:3]=2)[O:6][CH2:14]1. Procedure: A mixture of 3-methylbenzaldehyde (24.0 g, 0.2 mole), glycerol (18.4 g, 0.2 mole) and 40% sulfuric acid (2.0 ml) in 150 ml of benzene was heated under a Dean-Stark apparatus until no more water was collected (approximately 2.5 hours). The mixture was cooled, neutralized with potassium carbonate, diluted by the addition of 200 ml of ether and the ether solution washed with water (3 × 100 ml). The organic layer was dried over magnesium sulfate and concentrated to give a residue of 25.1 g of the de... As a reaction SMILES: [C:1]([CH3:2])([CH3:3])([CH3:4])[O:5][C:6](=[O:7])[NH:8][CH2:9][CH2:10][O:11][c:12]1[cH:13][cH:14][c:15]([CH2:18][CH:19]([C:20](=[O:21])[O:22][CH3:23])[OH:24])[cH:16][cH:17]1.[CH3:51][c:52]1[cH:53][cH:54][cH:55][cH:56][cH:57]1.[OH:25][c:26]1[cH:27][n:28][cH:29][cH:30][cH:31]1.[c:32]1([P:33]([c:34]2[cH:35][cH:36][cH:37][cH:38][cH:39]2)[c:40]2[cH:41][cH:42][cH:43][cH:44][cH:45]2)[cH:46][cH:47][cH:48][cH:49][cH:50]1>>[C:1]([CH3:2])([CH3:3])([CH3:4])[O:5][C:6](=[O:7])[NH:8][CH2:9][CH2:10][O:11][c:12]1[cH:13][cH:14][c:15]([CH2:18][CH:19]([C:20](=[O:21])[O:22][CH3:23])[O:24][c:26]2[cH:27][n:28][cH:29][cH:30][cH:31]2)[cH:16][cH:17]1. Reactants: COC(=O)C(O)Cc1ccc(OCCNC(=O)OC(C)(C)C)cc1, Cc1ccccc1, Oc1cccnc1, c1ccc(P(c2ccccc2)c2ccccc2)cc1. Product: COC(=O)C(Cc1ccc(OCCNC(=O)OC(C)(C)C)cc1)Oc1cccnc1. Starting materials: N1=C(C=CC=C1C)C (2,6-lutidine), [Li]CCCC (BuLi), CCCCCC (hexane), N1=CC=NC2=CC(=CC=C12)C(=O)Cl (quinoxaline-6-carbonyl chloride), [Al](CC)(CC)Cl (Et2AlCl), CCCCCC (hexane). Solvent: C1CCOC1 (THF), C1CCOC1 (THF). Reaction conditions: temperature 20 celsius, time 20 minute. Yields the product CC1=CC=CC(=N1)CC(=O)C=1C=C2N=CC=NC2=CC1 (6-[2-(6-Methylpyridin-2-yl)-acetyl]quinoxaline). Isolated yield 60.8%. Reaction SMILES: [N:1]1[C:6]([CH3:7])=[CH:5][CH:4]=[CH:3][C:2]=1[CH3:8].[Li]CCCC.CCCCCC.[Al](Cl)(CC)CC.[N:26]1[C:35]2[C:30](=[CH:31][C:32]([C:36](Cl)=[O:37])=[CH:33][CH:34]=2)[N:29]=[CH:28][CH:27]=1>C1COCC1>[CH3:7][C:6]1[N:1]=[C:2]([CH2:8][C:36]([C:32]2[CH:31]=[C:30]3[C:35](=[CH:34][CH:33]=2)[N:26]=[CH:27][CH:28]=[N:29]3)=[O:37])[CH:3]=[CH:4][CH:5]=1. Reported procedure: A stirred solution of 2,6-lutidine (1.4 g, 13 mmole) in dry THF (100 ml) at −60° C. under Ar was treated dropwise with a solution of BuLi in hexane (2.5 M, 5.2 ml, 13 mmole). After 30 mins a solution of Et2AlCl in hexane (14 ml, 14 mmole) was added dropwise and the solution warmed to 20° C. After a further 30 mins the solution was cooled to −50° C. and transferred via canula to a stirred solution of quinoxaline-6-carbonyl chloride (2.0 g, 10.3 mmole) in THF (100 ml) at −60° C. Stirring was conti... Reactants: S(O)(O)(=O)=O (sulfuric acid), [OH-].[Na+] (sodium hydroxide), [OH-].[Na+] (sodium hydroxide), ClC1=C(C=CC(C)=O)C=CC=C1 (2-chlorobenzalacetone), ClC1=C(C=O)C=CC=C1 (2-Chlorobenzaldehyde). Run in C(C)O (ethanol), C(C)(=O)OCC (ethyl acetate), CC(=O)C (acetone). Reaction conditions: temperature 90 celsius. The product is ClC1=C(C=CC=C1)C1CC(CC(C1)=O)=O (5-(2-chlorophenyl)cyclohexane-1,3-dione). Isolated yield 73.7%. As a reaction SMILES: ClC1C=CC=C[C:3]=1[CH:4]=[O:5].[OH-].[Na+].[Cl:12][C:13]1[CH:23]=[CH:22][CH:21]=[CH:20][C:14]=1[CH:15]=[CH:16][C:17](=[O:19])[CH3:18].S(=O)(=O)(O)O>C(O)C.C(OCC)(=O)C.CC(C)=O>[Cl:12][C:13]1[CH:23]=[CH:22][CH:21]=[CH:20][C:14]=1[CH:15]1[CH2:3][C:4](=[O:5])[CH2:18][C:17](=[O:19])[CH2:16]1 |f:1.2|. Reported procedure: 2-Chlorobenzaldehyde (70.3 g) was added to a mixture of acetone (294 ml) and an aqueous solution (1.4 L) of sodium hydroxide (22.0 g) and the mixture was stirred at room temperature for 5 hours. An excessive acetone was distilled off under reduced pressure, and the residue was combined with ethyl acetate (1.4 L) and extracted. The ethyl acetate layer was washed with brine and dried (anhydrous magnesium sulfate), and then ethyl acetate was distilled off under reduced pressure to obtain a crude 2-... Reactants: CC(=O)O, ClC(Cl)Cl, CC1(C)C(=O)N(I)C(=O)N1I, O, c1ccc(-c2c3ccccc3cc3ccccc23)cc1. The product is Ic1c2ccccc2c(-c2ccccc2)c2ccccc12. Reaction SMILES: [CH3:21][C:22](=[O:23])[OH:24].[CH:37]([Cl:38])([Cl:39])[Cl:40].[I:25][N:26]1[C:27]([CH3:28])([CH3:29])[C:30](=[O:31])[N:32]([I:33])[C:34]1=[O:35].[OH2:36].[c:1]1(-[c:7]2[c:8]3[cH:9][cH:10][cH:11][cH:12][c:13]3[cH:14][c:15]3[cH:16][cH:17][cH:18][cH:19][c:20]23)[cH:2][cH:3][cH:4][cH:5][cH:6]1>>[c:1]1(-[c:7]2[c:8]3[cH:9][cH:10][cH:11][cH:12][c:13]3[c:14]([I:25])[c:15]3[cH:16][cH:17][cH:18][cH:19][c:20]23)[cH:2][cH:3][cH:4][cH:5][cH:6]1.